Dataset: the Open Reaction Database (ORD), a public repository of structured organic reaction records. Task: describe an organic reaction: reactants, conditions, products, and yield The reactants are C(C)OC(CCN1N=CC=CC1=O)=O (ethyl-3-(3-oxo-2-pyridazinyl)propionate), CN (methylamine). The solvent is C(C)O (ethanol). Reaction conditions: temperature 40 celsius, time 30 hour. Yields the product CNC(CCN1N=CC=CC1=O)=O (N-methyl-3-(3-oxo-2-pyridazinyl)propionamide). Isolated yield 82.0%. As a reaction SMILES: C([O:3][C:4](=O)[CH2:5][CH2:6][N:7]1[C:12](=[O:13])[CH:11]=[CH:10][CH:9]=[N:8]1)C.[CH3:15][NH2:16]>C(O)C>[CH3:15][NH:16][C:4](=[O:3])[CH2:5][CH2:6][N:7]1[C:12](=[O:13])[CH:11]=[CH:10][CH:9]=[N:8]1. Reported procedure: Next a mixture of 1.96 g (0.01 mole) of ethyl-3-(3-oxo-2-pyridazinyl)propionate and 20 ml of methylamine (30% ethanol solution was stirred at 40° C. for 30 hours and distilled to give white crystals. Recrystallization from ethanol gave 1.6 g (82% yield of N-methyl-3-(3-oxo-2-pyridazinyl)propionamide, m.p. 94°-96° C. Starting materials: [Al+3], CCn1c(-c2ccc([N+](=O)[O-])cc2)c(C#N)c2ccc(OC)cc21, CC(=O)Cl, [Cl-], [Cl-], [Cl-], ClCCCl. The product is CCn1c(-c2ccc([N+](=O)[O-])cc2)c(C#N)c2cc(C(C)=O)c(OC)cc21. Reaction SMILES: [Al+3:30].[CH2:1]([CH3:2])[n:3]1[c:4](-[c:16]2[cH:17][cH:18][c:19]([N+:22](=[O:23])[O-:24])[cH:20][cH:21]2)[c:5]([C:14]#[N:15])[c:6]2[cH:7][cH:8][c:9]([O:12][CH3:13])[cH:10][c:11]12.[CH3:25][C:26]([Cl:27])=[O:28].[Cl-:29].[Cl-:31].[Cl-:32].[Cl:33][CH2:34][CH2:35][Cl:36]>>[CH2:1]([CH3:2])[n:3]1[c:4](-[c:16]2[cH:17][cH:18][c:19]([N+:22](=[O:23])[O-:24])[cH:20][cH:21]2)[c:5]([C:14]#[N:15])[c:6]2[cH:7][c:8]([C:26]([CH3:25])=[O:28])[c:9]([O:12][CH3:13])[cH:10][c:11]12. Reactants: NC1=CC=C(C(=O)OCCCCCCCC)C=C1 (octyl p-aminobenzoate), N1=C(Cl)N=C(Cl)N=C1Cl (cyanuric chloride), Cl (hydrogen chloride). Solvent: C=1(C(=CC=CC1)C)C (xylene). Reaction conditions: temperature 90 celsius. Product: C(CCCCCCC)OC(=O)C1=CC=C(NN2CN(CN(C2)NC2=CC=C(C=C2)C(=O)OCCCCCCCC)NC2=CC=C(C=C2)C(=O)OCCCCCCCC)C=C1 (1,3,5-Tris-(p-(oct-1-yloxycarbonyl)-anilino)-s-triazine). Reaction SMILES: [NH2:1][C:2]1[CH:18]=[CH:17][C:5]([C:6]([O:8][CH2:9][CH2:10][CH2:11][CH2:12][CH2:13][CH2:14][CH2:15][CH3:16])=[O:7])=[CH:4][CH:3]=1.[N:19]1[C:26](Cl)=[N:25][C:23](Cl)=[N:22][C:20]=1Cl.Cl>C1(C)C(C)=CC=CC=1>[CH2:9]([O:8][C:6]([C:5]1[CH:4]=[CH:3][C:2]([NH:1][N:19]2[CH2:26][N:25]([NH:1][C:2]3[CH:18]=[CH:17][C:5]([C:6]([O:8][CH2:9][CH2:10][CH2:11][CH2:12][CH2:13][CH2:14][CH2:15][CH3:16])=[O:7])=[CH:4][CH:3]=3)[CH2:23][N:22]([NH:1][C:2]3[CH:3]=[CH:4][C:5]([C:6]([O:8][CH2:9][CH2:10][CH2:11][CH2:12][CH2:13][CH2:14][CH2:15][CH3:16])=[O:7])=[CH:17][CH:18]=3)[CH2:20]2)=[CH:18][CH:17]=1)=[O:7])[CH2:10][CH2:11][CH2:12][CH2:13][CH2:14][CH2:15][CH3:16]. Procedure: 75 g of octyl p-aminobenzoate and 18.5 g of cyanuric chloride in 1,000 ml of xylene were heated at 140° C. for 8 hours. After the evolution of hydrogen chloride was complete, the reaction solution was cooled to 90° C., washed twice with saturated sodium bicarbonate solution and once with water and then cooled to room temperature. The white crystals precipitated were filtered off under suction. Reactants: Cl (HCl), C1(CC1)C1=CC(=NN1C1=CC=C(C=N1)NC(C1=C(N=CC=C1)C)=O)C(F)(F)F (N-{6-[5-cyclopropyl-3-(trifluoromethyl)-1H-pyrazol-1-yl]pyridin-3-yl}-2-methylnicotinamide), CC1=C(C(=O)O)C=CC=N1 (2-methylnicotinic acid), intermediate 36. Solvent: C(C)OCC (diethyl ether), C1CCOC1 (THF). Reaction conditions: time 15 minute. Product: Cl.C1(CC1)C1=CC(=NN1C1=CC=C(C=N1)NC(C1=C(N=CC=C1)C)=O)C(F)(F)F (N-{6-[5-cyclopropyl-3-(trifluoromethyl)-1H-pyrazol-1-yl]pyridin-3-yl}-2-methyl nicotinamide hydrochloride). Reaction SMILES: [CH:1]1([C:4]2[N:8]([C:9]3[N:14]=[CH:13][C:12]([NH:15][C:16](=[O:24])[C:17]4[CH:22]=[CH:21][CH:20]=[N:19][C:18]=4[CH3:23])=[CH:11][CH:10]=3)[N:7]=[C:6]([C:25]([F:28])([F:27])[F:26])[CH:5]=2)[CH2:3][CH2:2]1.CC1N=CC=CC=1C(O)=O.[ClH:39]>C1COCC1.C(OCC)C>[ClH:39].[CH:1]1([C:4]2[N:8]([C:9]3[N:14]=[CH:13][C:12]([NH:15][C:16](=[O:24])[C:17]4[CH:22]=[CH:21][CH:20]=[N:19][C:18]=4[CH3:23])=[CH:11][CH:10]=3)[N:7]=[C:6]([C:25]([F:28])([F:27])[F:26])[CH:5]=2)[CH2:3][CH2:2]1 |f:5.6|. Reported procedure: Following the general procedure-1, N-{6-[5-cyclopropyl-3-(trifluoromethyl)-1H-pyrazol-1-yl]pyridin-3-yl}-2-methylnicotinamide (35 mg) was prepared from 2-methylnicotinic acid (110 mg, 0.80 mmol) and intermediate 36 (150 mg, 0.5 mmol) as a white solid and dissolved in THF. Saturated HCl in diethyl ether was added to this solution at 0° C. and stirred for 15 min Solid that separated out was filtered and dried to give the title compound (20 mg) as a white solid. M.P.: 241-245° C. 1H-NMR (δ ppm, DMS... Yields the product CC(=O)OCC1(C)CC2C(C)=CC1C2=C(C)C. Reactants: CC1=CC2C(=C(C)C)C1CC2(C)CO, CC(=O)Cl, CN(C)c1ccncc1, ClCCl, O, c1ccncc1. As a reaction SMILES: [C:1]([CH3:2])([CH3:3])=[C:4]1[CH:5]2[C:6]([CH3:12])([CH2:13][OH:14])[CH2:7][CH:8]1[C:9]([CH3:11])=[CH:10]2.[CH3:21][C:22]([Cl:23])=[O:24].[CH3:25][N:26]([c:27]1[cH:28][cH:29][n:30][cH:31][cH:32]1)[CH3:33].[Cl:34][CH2:35][Cl:36].[OH2:37].[cH:15]1[cH:16][cH:17][n:18][cH:19][cH:20]1>>[C:1]([CH3:2])([CH3:3])=[C:4]1[CH:5]2[C:6]([CH3:12])([CH2:13][O:14][C:22]([CH3:21])=[O:24])[CH2:7][CH:8]1[C:9]([CH3:11])=[CH:10]2. Starting materials: C1(=CC=CC=C1)S(=O)(=O)Cl (benzenesulfonyl chloride), COC1=C2C=CNC2=NC=C1 (4-methoxy-7-azaindole). The solvent is ClCCl (dichloromethane), [OH-].[Na+] (sodium hydroxide). Run at time 18 hour. Procedure details: To a mixture of 4-methoxy-7-azaindole (6.4 g, 43.2 mmol) in dichloromethane (200 mL) and 50% aqueous sodium hydroxide (200 mL) was added benzenesulfonyl chloride (6.1 mL, 47.5 mmol) and tetrabutylammonium bromide (1.4 g, 4.3 mmol). The mixture was stirred vigorously at room temperature for 18 hours. The organic phase was washed with water and brine, dried (MgSO4), filtered and concentrated. The crude product was recrystallized from ethyl acetate and hexanes to give 9.2 g of 1-benzenesulfonyl-4-m... As a reaction SMILES: [CH3:1][O:2][C:3]1[CH:11]=[CH:10][N:9]=[C:8]2[C:4]=1[CH:5]=[CH:6][NH:7]2.[C:12]1([S:18](Cl)(=[O:20])=[O:19])[CH:17]=[CH:16][CH:15]=[CH:14][CH:13]=1>ClCCl.[OH-].[Na+].[Br-].C([N+](CCCC)(CCCC)CCCC)CCC>[C:12]1([S:18]([N:7]2[C:8]3[C:4](=[C:3]([O:2][CH3:1])[CH:11]=[CH:10][N:9]=3)[CH:5]=[CH:6]2)(=[O:20])=[O:19])[CH:17]=[CH:16][CH:15]=[CH:14][CH:13]=1 |f:3.4,5.6|. The yield is 73.9%. Reagents/catalysts: [Br-].C(CCC)[N+](CCCC)(CCCC)CCCC (tetrabutylammonium bromide). The product is C1(=CC=CC=C1)S(=O)(=O)N1C=CC2=C(C=CN=C12)OC (1-benzenesulfonyl-4-methoxy-7-azaindole).